From a dataset of the Open Reaction Database (ORD), a public repository of structured organic reaction records. describe an organic reaction: reactants, conditions, products, and yield The reactants are C(C)OC(C1=CC=C(C=C1)O)=O (4-hydroxybenzoic acid ethyl ester), [H+].[B-](F)(F)(F)F (HBF4), BrN1C(CCC1=O)=O (N-bromosuccinimide). Solvent: C(C)#N (acetonitrile). Conditions: temperature -15 celsius, time 8 hour. The product is C(C)OC(C1=CC(=C(C=C1)O)Br)=O (3-bromo-4-hydroxybenzoic acid ethyl ester). Isolated yield 82.9%. Reaction SMILES: [CH2:1]([O:3][C:4](=[O:12])[C:5]1[CH:10]=[CH:9][C:8]([OH:11])=[CH:7][CH:6]=1)[CH3:2].[H+].[B-](F)(F)(F)F.[Br:19]N1C(=O)CCC1=O>C(#N)C>[CH2:1]([O:3][C:4](=[O:12])[C:5]1[CH:10]=[CH:9][C:8]([OH:11])=[C:7]([Br:19])[CH:6]=1)[CH3:2] |f:1.2|. Procedure details: This procedure is modified from the work of Oberhauser (J. Org. Chem, 1997, 62,4504). To a solution of 4-hydroxybenzoic acid ethyl ester (57.8 g, 348 mmol) in 480 mL of dry acetonitrile was added HBF4.EtO (54% in Et2O, 32.9 mL). The solution was cooled to −15° C. with an ice/methanol bath. N-bromosuccinimide (67.2 g, 378 mmol) was added portionwise at a rate where the temperature would not rise above −10° C. After addition was complete, the cooling bath was removed and the reaction mixture was a... Reactants: [BH3-]C#N, ClCCl, O=C(O)C(F)(F)F, O=CC(F)(F)F, [H][H], N#Cc1ccc(N)cc1C(F)(F)F, [Na+], [Na+], O=C([O-])O, O. Yields the product N#Cc1ccc(NCC(F)(F)F)cc1C(F)(F)F. As a reaction SMILES: [C:14]([BH3-:15])#[N:16].[Cl:39][CH2:40][Cl:41].[F:18][C:19]([C:20]([OH:21])=[O:22])([F:23])[F:24].[F:28][C:29]([F:30])([F:31])[CH:32]=[O:33].[H:25][H:26].[NH2:1][c:2]1[cH:3][c:4]([C:10]([F:11])([F:12])[F:13])[c:5]([C:6]#[N:7])[cH:8][cH:9]1.[Na+:17].[Na+:38].[O-:34][C:35]([OH:36])=[O:37].[OH2:27]>>[NH:1]([c:2]1[cH:3][c:4]([C:10]([F:11])([F:12])[F:13])[c:5]([C:6]#[N:7])[cH:8][cH:9]1)[CH2:20][C:19]([F:18])([F:23])[F:24]. Reactants: BrC1=CC(=C(C#N)C=C1)O (4-bromo-2-hydroxybenzonitrile), C1(CC1)[B-](F)(F)F.[K+] (potassium cyclopropyltrifluoroborate), [O-]P(=O)([O-])[O-].[K+].[K+].[K+] (K3PO4). Solvent: C1(=CC=CC=C1)C (toluene), CCOC(=O)C.[NH4+].[Cl-] (EtOAc NH4Cl). Conditions: temperature 100 celsius, time 8 hour. Reported procedure: A solution of 4-bromo-2-hydroxybenzonitrile (1 g, 5.05 mmol), potassium cyclopropyltrifluoroborate (1.495 g, 10.10 mmol), K3PO4 (5.05 ml, 15.15 mmol) and PdCl2(Amphos)2 (0.358 g, 0.505 mmol) in toluene (25 mL) was allowed to stir at 100° C. under nitrogen overnight. The mixture was then cooled to room temperature, diluted with EtOAc/NH4Cl(aq), and filtered through a pad of Celite. The organic layer was seperated, dried over Na2SO4, filtered and concentrated. The residue was purified by FCC (0-50... As a reaction SMILES: Br[C:2]1[CH:9]=[CH:8][C:5]([C:6]#[N:7])=[C:4]([OH:10])[CH:3]=1.[CH:11]1([B-](F)(F)F)[CH2:13][CH2:12]1.[K+].[O-]P([O-])([O-])=O.[K+].[K+].[K+]>C1(C)C=CC=CC=1.CCOC(C)=O.[NH4+].[Cl-].CC(P(C(C)(C)C)C1C=CC(N(C)C)=CC=1)(C)C.CC(P(C(C)(C)C)C1C=CC(N(C)C)=CC=1)(C)C.Cl[Pd]Cl>[CH:11]1([C:2]2[CH:9]=[CH:8][C:5]([C:6]#[N:7])=[C:4]([OH:10])[CH:3]=2)[CH2:13][CH2:12]1 |f:1.2,3.4.5.6,8.9.10,11.12.13|. Reagents/catalysts: CC(C)(C)P(C1=CC=C(C=C1)N(C)C)C(C)(C)C.CC(C)(C)P(C1=CC=C(C=C1)N(C)C)C(C)(C)C.Cl[Pd]Cl (PdCl2(Amphos)2). Product: C1(CC1)C1=CC(=C(C#N)C=C1)O (4-cyclopropyl-2-hydroxybenzonitrile).